Dataset: the Open Reaction Database (ORD), a public repository of structured organic reaction records. Task: describe an organic reaction: reactants, conditions, products, and yield The reactants are BrC=1C=CC2=C(OCCC3=C2SC(=C3)C(=O)N(CCO)C3=C(C=CC=C3)Cl)C1 (8-bromo-N-(2-chlorophenyl)-N-(2-hydroxyethyl)-4,5-dihydrobenzo[b]thieno[2,3-d]oxepine-2-carboxamide), CO (methanol), CN (methylamine), C1CCC2=NCCCN2CC1 (DBU), dipalladium(II). The reagents and catalysts are [C-]#[O+].[C-]#[O+].[C-]#[O+].[C-]#[O+].[C-]#[O+].[C-]#[O+].[Mo] (molybdenum hexacarbonyl). The solvent is C1CCOC1 (THF), C1CCOC1 (THF), C(C)(=O)OCC (ethyl acetate). Reaction conditions: time 20 minute. The product is ClC1=C(C=CC=C1)N(C(=O)C1=CC2=C(C3=C(OCC2)C=C(C=C3)C(=O)NC)S1)CCO (N2-(2-chlorophenyl)-N2-(2-hydroxyethyl)-N8-methyl-4,5-dihydrobenzo[b]thieno[2,3-d]oxepine-2,8-dicarboxamide). The yield is 4.2%. RXN SMILES: Br[C:2]1[CH:3]=[CH:4][C:5]2[C:11]3[S:12][C:13]([C:15]([N:17]([C:21]4[CH:26]=[CH:25][CH:24]=[CH:23][C:22]=4[Cl:27])[CH2:18][CH2:19][OH:20])=[O:16])=[CH:14][C:10]=3[CH2:9][CH2:8][O:7][C:6]=2[CH:28]=1.C[OH:30].CN.C1CCN2[C:36](=[N:37][CH2:38]CC2)CC1>C1COCC1.C(OCC)(=O)C.[C-]#[O+].[C-]#[O+].[C-]#[O+].[C-]#[O+].[C-]#[O+].[C-]#[O+].[Mo]>[Cl:27][C:22]1[CH:23]=[CH:24][CH:25]=[CH:26][C:21]=1[N:17]([CH2:18][CH2:19][OH:20])[C:15]([C:13]1[S:12][C:11]2[C:5]3[CH:4]=[CH:3][C:2]([C:38]([NH:37][CH3:36])=[O:30])=[CH:28][C:6]=3[O:7][CH2:8][CH2:9][C:10]=2[CH:14]=1)=[O:16] |f:6.7.8.9.10.11.12|. Procedure details: Under ambient conditions a sealable reaction vessel was charged with 8-bromo-N-(2-chlorophenyl)-N-(2-hydroxyethyl)-4,5-dihydrobenzo[b]thieno[2,3-d]oxepine-2-carboxamide (0.08 g, 0.17 mmol), molybdenum hexacarbonyl (0.044 g, 0.167 mmol) in methanol (0.5 ml, 10 mmol)/THF 1 ml, 10 mmol), followed by the addition of 2M methylamine in THF (0.251 ml),/trans-D(mu-acetato)bis[di-o-tolylphosphino)benzyl]dipalladium(II) (32.3 mg, 0.0334 mmol). Finally, DBU (0.025 ml, 0.167 mmol) was added and the reaction... The reactants are O=C([O-])[O-], CO, ClCc1ccccc1, Cl, [K+], [K+], O=C(O)c1cn2c3c(c(N4CCNCC4)ccc3c1=O)CCC2, [Na+], [OH-], O. Product: O=C(O)c1cn2c3c(c(N4CCN(Cc5ccccc5)CC4)ccc3c1=O)CCC2. As a reaction SMILES: [C:24](=[O:25])([O-:26])[O-:27].[CH3:41][OH:42].[Cl:32][CH2:33][c:34]1[cH:35][cH:36][cH:37][cH:38][cH:39]1.[ClH:40].[K+:28].[K+:29].[N:1]1([c:7]2[cH:8][cH:9][c:10]3[c:11](=[O:23])[c:12]([C:20](=[O:21])[OH:22])[cH:13][n:14]4[c:19]3[c:18]2[CH2:17][CH2:16][CH2:15]4)[CH2:2][CH2:3][NH:4][CH2:5][CH2:6]1.[Na+:31].[OH-:30].[OH2:43]>>[N:1]1([c:7]2[cH:8][cH:9][c:10]3[c:11](=[O:23])[c:12]([C:20](=[O:21])[OH:22])[cH:13][n:14]4[c:19]3[c:18]2[CH2:17][CH2:16][CH2:15]4)[CH2:2][CH2:3][N:4]([CH2:33][c:34]2[cH:35][cH:36][cH:37][cH:38][cH:39]2)[CH2:5][CH2:6]1. Reactants: C(C)(C)(C)OC(=O)N1CCC(CC1)N(CC(C)C)CC1=C(N=CS1)Cl (4-{[(4-chloro-thiazol-5-yl)methyl]-isobutyl-amino}-piperidine-1-carboxylic acid tert-butyl ester), [OH-].[Na+] (NaOH), FC(C(=O)O)(F)F (trifluoroacetic acid). Solvent: ClCCl (dichloromethane). Run at temperature 0 celsius. Product: [OH-].[NH4+] (ammonium hydroxide), ClC=1N=CSC1CN(C1CCNCC1)CC(C)C ([(4-chloro-thiazol-5-yl)methyl]-isobutyl-piperidin-4-yl-amine). The yield is 178.7%. As a reaction SMILES: C([O:5]C([N:8]1[CH2:13][CH2:12][CH:11]([N:14]([CH2:19][C:20]2[S:24][CH:23]=[N:22][C:21]=2[Cl:25])[CH2:15][CH:16]([CH3:18])[CH3:17])[CH2:10][CH2:9]1)=O)(C)(C)C.FC(F)(F)C(O)=O.[OH-].[Na+]>ClCCl>[OH-:5].[NH4+:8].[Cl:25][C:21]1[N:22]=[CH:23][S:24][C:20]=1[CH2:19][N:14]([CH2:15][CH:16]([CH3:18])[CH3:17])[CH:11]1[CH2:12][CH2:13][NH:8][CH2:9][CH2:10]1 |f:2.3,5.6|. Reported procedure: Add 4-{[(4-chloro-thiazol-5-yl)methyl]-isobutyl-amino}-piperidine-1-carboxylic acid tert-butyl ester (23.49 g, 60.6 mmol) to dichloromethane (140 mL) and cool to 0° C. Slowly add trifluoroacetic acid (47.0 mL, 610 mmol) and stir for 15 minutes at 0° C. and three hours at room temperature. Cool the reaction to 0° C. and slowly add chilled 2 N NaOH (400 mL). Extract with ethyl acetate (3×200 mL), wash with 2 N NaOH (100 mL) and then with brine (100 mL). Dry the ethyl acetate over sodium sulfate an... Reactants: C(C=C)[C@@H]1C(N([C@@H]([C@H](C1)C1=CC(=CC=C1)Cl)C1=CC=C(C=C1)Cl)[C@H](C(C(F)(F)F)O)CC)=O ((3S,5R,6S)-3-allyl-5-(3-chlorophenyl)-6-(4-chlorophenyl)-1-((3S)-1,1,1-trifluoro-2-hydroxypentan-3-yl)piperidin-2-one), C(CC(O)(C(=O)O)CC(=O)O)(=O)O (citric acid), C(C)#N (acetonitrile), I(=O)(=O)(=O)[O-].[Na+] (sodium periodate), CCOC(=O)C (EtOAc). The reagents and catalysts are O.[Ru](Cl)(Cl)Cl (ruthenium(III) chloride hydrate). The solvent is O (water), C(Cl)(Cl)(Cl)Cl (CCl4). Run at time 18 hour. The product is ClC=1C=C(C=CC1)[C@H]1C[C@@H](C(N([C@@H]1C1=CC=C(C=C1)Cl)[C@H](C(C(F)(F)F)O)CC)=O)CC(=O)O (2-((3R,5R,6S)-5-(3-Chlorophenyl)-6-(4-chlorophenyl)-2-oxo-1-((3S)-1,1,1-trifluoro-2-hydroxypentan-3-yl)piperidin-3-yl)acetic acid). Reaction SMILES: C([C@H:4]1[CH2:9][C@H:8]([C:10]2[CH:15]=[CH:14][CH:13]=[C:12]([Cl:16])[CH:11]=2)[C@@H:7]([C:17]2[CH:22]=[CH:21][C:20]([Cl:23])=[CH:19][CH:18]=2)[N:6]([C@@H:24]([CH2:31][CH3:32])[CH:25]([OH:30])[C:26]([F:29])([F:28])[F:27])[C:5]1=[O:33])C=C.C(#N)C.I([O-])(=O)(=O)=O.[Na+].C(O)(=O)CC(CC(O)=O)(C(O)=O)O.CC[O:58][C:59]([CH3:61])=[O:60]>O.O.[Ru](Cl)(Cl)Cl.C(Cl)(Cl)(Cl)Cl>[Cl:16][C:12]1[CH:11]=[C:10]([C@@H:8]2[C@@H:7]([C:17]3[CH:18]=[CH:19][C:20]([Cl:23])=[CH:21][CH:22]=3)[N:6]([C@@H:24]([CH2:31][CH3:32])[CH:25]([OH:30])[C:26]([F:27])([F:28])[F:29])[C:5](=[O:33])[C@@H:4]([CH2:61][C:59]([OH:58])=[O:60])[CH2:9]2)[CH:15]=[CH:14][CH:13]=1 |f:2.3,7.8|. Procedure: To a rapidly stirring solution of 6.3 mg (0.013 mmol) of (3S,5R,6S)-3-allyl-5-(3-chlorophenyl)-6-(4-chlorophenyl)-1-((3S)-1,1,1-trifluoro-2-hydroxypentan-3-yl)piperidin-2-one (Example 19, Step B, the diastereomer not used for Example 19 Step B)) (6.30 mg, 0.013 mmol) in a mixture of water (108 μL), acetonitrile (71.9 μL), and CCl4 (71.9 μL) was added sodium periodate (10.7 mg, 0.050 mmol), followed by ruthenium(III) chloride hydrate (0.284 mg, 1.26 μmol). After being stirred vigorously for 18 h,... The reactants are C(#N)CCCCCCCCCCC(=O)C1C(=O)OCC1 (α-(11-cyanoundecanoyl)-γ-butyrolactone), [OH-].[K+] (potassium hydroxide), O (water), Cl (HCl). The product is OCCCC(CCCCCCCCCCC(=O)O)=O (15-hydroxy-12-ketopentadecanoic acid). Yield: 93.3%. RXN SMILES: [C:1]([CH2:3][CH2:4][CH2:5][CH2:6][CH2:7][CH2:8][CH2:9][CH2:10][CH2:11][CH2:12][C:13]([CH:15]1[CH2:20][CH2:19][O:18]C1=O)=[O:14])#N.[OH-:21].[K+].Cl.[OH2:24]>>[OH:18][CH2:19][CH2:20][CH2:15][C:13](=[O:14])[CH2:12][CH2:11][CH2:10][CH2:9][CH2:8][CH2:7][CH2:6][CH2:5][CH2:4][CH2:3][C:1]([OH:24])=[O:21] |f:1.2|. Reported procedure: 0.279 g (1.00 millimole) of α-(11-cyanoundecanoyl)-γ-butyrolactone, 0.68 g (10.3 millimole) of 85 % potassium hydroxide and 5.66 g of water were charged and heated under reflux over 10 hours. After completion of the reaction, the system was cooled and made acidic by use of 5 ml of 4N-HCl, followed by extraction once from 70 ml of methylene chloride and two times from 20 ml of the same. After the methylene chloride solution was dried over sodium sulfate, concentration was conducted to dryness to ... The reactants are N1(CCC2(CC1)CC=C(C1=CC=CC=C12)C(=O)OC)C(=O)OC(C)(C)C (1′-tert-butyl 4-methyl 2H-spiro[naphthalene-1,4′-piperidine]-1′,4-dicarboxylate), [OH-].[Na+] (NaOH), Cl (HCl). Run in CO (MeOH). The product is C(C)(C)(C)OC(=O)N1CCC2(CC1)CC=C(C1=CC=CC=C12)C(=O)O (1′-(tert-butoxycarbonyl)-2H-spiro[naphthalene-1,4′-piperidine]-4-carboxylic acid). RXN SMILES: [N:1]1([C:20]([O:22][C:23]([CH3:26])([CH3:25])[CH3:24])=[O:21])[CH2:6][CH2:5][C:4]2([C:15]3[C:10](=[CH:11][CH:12]=[CH:13][CH:14]=3)[C:9]([C:16]([O:18]C)=[O:17])=[CH:8][CH2:7]2)[CH2:3][CH2:2]1.[OH-].[Na+].Cl>CO>[C:23]([O:22][C:20]([N:1]1[CH2:6][CH2:5][C:4]2([C:15]3[C:10](=[CH:11][CH:12]=[CH:13][CH:14]=3)[C:9]([C:16]([OH:18])=[O:17])=[CH:8][CH2:7]2)[CH2:3][CH2:2]1)=[O:21])([CH3:26])([CH3:24])[CH3:25] |f:1.2|. Reported procedure: A solution of the methyl ester (B1) (1.59 g, 4.66 mmol) in MeOH (20 ml) was heated with 6N NaOH (2 ml) at 65° C. for 2 h. The reaction mixture was cooled with in an ice-bath, its pH was adjusted to ca. 5 with 0.5N HCl, and extracted with dichloromethane three times. The combined extracts were dried with sodium sulfate, filtered and concentrated to give 1′-(tert-butoxycarbonyl)-2H-spiro[naphthalene-1,4′-piperidine]-4-carboxylic acid. LC-MS: m/e=344.0 (M+H), 288.0 (M+H—C(CH3)3), 244.0 (M+H−Boc). R... Reactants: C(C)(C)N(C(C)C)CC (N,N-Diisopropylethylamine), FC1=C(C=CC=C1)[N+](=O)[O-] (1-fluoro-2-nitrobenzene), O1CC(CC1)N ((±)-tetrahydrofuran-3-amine). The solvent is C(CCC)O (n-butanol). Run at temperature 180 celsius, time 20 minute. The product is [N+](=O)([O-])C1=C(C=CC=C1)NC1COCC1 ((±)-N-(2-Nitrophenyl)tetrahydrofuran-3-amine). Reaction SMILES: C(N(CC)C(C)C)(C)C.F[C:11]1[CH:16]=[CH:15][CH:14]=[CH:13][C:12]=1[N+:17]([O-:19])=[O:18].[O:20]1[CH2:24][CH2:23][CH:22]([NH2:25])[CH2:21]1>C(O)CCC>[N+:17]([C:12]1[CH:13]=[CH:14][CH:15]=[CH:16][C:11]=1[NH:25][CH:22]1[CH2:23][CH2:24][O:20][CH2:21]1)([O-:19])=[O:18]. Procedure: N,N-Diisopropylethylamine (3.2 mL, 18.4 mmol) was added to a solution of 1-fluoro-2-nitrobenzene (0.484 mL, 4.6 mmol) and (±)-tetrahydrofuran-3-amine (400 mg, 4.6 mmol) in n-butanol (10 mL) and the mixture heated to 180° C. in a microwave reactor. After 20 min, the reaction was allowed to cool to ambient temperature and concentrated. Purification by silica gel chromatography, eluting with a gradient of hexane:EtOAc—100:0 to 0:100, gave the title compound. MS: m/z=209 (M+1). Starting materials: CNCC1CCC(CO)CC1, FC(F)(F)c1ccccc1, O=S(=O)(O)Cl. Yields the product CN(CC1CCC(CO)CC1)S(=O)(=O)c1ccc(C(F)(F)F)cc1. RXN SMILES: [CH3:1][NH:2][CH2:3][CH:4]1[CH2:5][CH2:6][CH:7]([CH2:10][OH:11])[CH2:8][CH2:9]1.[F:17][C:18]([c:19]1[cH:20][cH:21][cH:22][cH:23][cH:24]1)([F:25])[F:26].[S:12](=[O:13])([Cl:14])([OH:15])=[O:16]>>[CH3:1][N:2]([CH2:3][CH:4]1[CH2:5][CH2:6][CH:7]([CH2:10][OH:11])[CH2:8][CH2:9]1)[S:12](=[O:13])(=[O:15])[c:22]1[cH:21][cH:20][c:19]([C:18]([F:17])([F:25])[F:26])[cH:24][cH:23]1.